This data is from the Open Reaction Database (ORD), a public repository of structured organic reaction records. The task is: describe an organic reaction: reactants, conditions, products, and yield Reactants: COC(=O)c1ccc2c(C(=O)C(C)C)c[nH]c2c1, C1CCOC1. The product is COC(=O)c1ccc2c(CC(C)C)c[nH]c2c1. Reaction SMILES: [C:1]([CH:2]([CH3:3])[CH3:4])(=[O:5])[c:6]1[cH:7][nH:8][c:9]2[cH:10][c:11]([C:15](=[O:16])[O:17][CH3:18])[cH:12][cH:13][c:14]12.[O:19]1[CH2:20][CH2:21][CH2:22][CH2:23]1>>[CH2:1]([CH:2]([CH3:3])[CH3:4])[c:6]1[cH:7][nH:8][c:9]2[cH:10][c:11]([C:15](=[O:16])[O:17][CH3:18])[cH:12][cH:13][c:14]12. The reactants are CCO, O=[N+]([O-])c1ccc(-c2nc(-c3ccco3)no2)c(Cl)c1, Cl. The product is Nc1ccc(-c2nc(-c3ccco3)no2)c(Cl)c1. Reaction SMILES: [CH3:21][CH2:22][OH:23].[Cl:1][c:2]1[c:3](-[c:11]2[n:12][c:13](-[c:16]3[o:17][cH:18][cH:19][cH:20]3)[n:14][o:15]2)[cH:4][cH:5][c:6]([N+:8]([O-:9])=[O:10])[cH:7]1.[ClH:24]>>[Cl:1][c:2]1[c:3](-[c:11]2[n:12][c:13](-[c:16]3[o:17][cH:18][cH:19][cH:20]3)[n:14][o:15]2)[cH:4][cH:5][c:6]([NH2:8])[cH:7]1. Procedure: The title compound was synthesized in analogy to Example 112e, using 5-cyclopropyl-4-(2,2-difluoroethoxy)pyridine-2-carboxylic acid (example 145d) and 2-(3-amino-1,1-dioxo-thietan-3-yl)acetamide (example 160d) as starting materials and isolated (51 mg, 59%); MS (ESI, m/z): 404.3 (M+H+). Reaction SMILES: [CH:1]1([C:4]2[C:5]([O:13][CH2:14][CH:15]([F:17])[F:16])=[CH:6][C:7]([C:10]([OH:12])=O)=[N:8][CH:9]=2)[CH2:3][CH2:2]1.[NH2:18][C:19]1([CH2:25][C:26]([NH2:28])=[O:27])[CH2:22][S:21](=[O:24])(=[O:23])[CH2:20]1>>[NH2:28][C:26](=[O:27])[CH2:25][C:19]1([NH:18][C:10]([C:7]2[CH:6]=[C:5]([O:13][CH2:14][CH:15]([F:17])[F:16])[C:4]([CH:1]3[CH2:2][CH2:3]3)=[CH:9][N:8]=2)=[O:12])[CH2:20][S:21](=[O:23])(=[O:24])[CH2:22]1. Reactants: C1(CC1)C=1C(=CC(=NC1)C(=O)O)OCC(F)F (5-cyclopropyl-4-(2,2-difluoroethoxy)pyridine-2-carboxylic acid), NC1(CS(C1)(=O)=O)CC(=O)N (2-(3-amino-1,1-dioxo-thietan-3-yl)acetamide). Product: NC(CC1(CS(C1)(=O)=O)NC(=O)C1=NC=C(C(=C1)OCC(F)F)C1CC1)=O (N-[3-(2-amino-2-oxoethyl)-1,1-dioxothietan-3-yl]-5-cyclopropyl-4-(2,2-difluoroethoxy)pyridine-2-carboxamide). The reactants are 6,3-glucuronolactone, CC1=C(C(CCC1)(C)C)/C=C/C(=C/C=C/C(=C/C(=O)O[C@H]2[C@@H]([C@H]([C@@H]([C@H](O2)C(=O)O)O)O)O)/C)/C (retinoyl β-glucuronide), CC1=C(C(CCC1)(C)C)/C=C/C(=C/C=C/C(=C/C(=O)F)/C)/C (Retinoyl fluoride). The product is 6,3-lactone, O=C[C@H](O)[C@@H](O)[C@H](O)[C@H](O)C(=O)O (glucuronic acid). RXN SMILES: CC1CCCC(C)(C)C=1/C=C/C(/C)=C/C=C/C(/C)=C/C([O:20][C@@H:21]1[O:26][C@H:25]([C:27]([OH:29])=[O:28])[C@@H:24]([OH:30])[C@H:23]([OH:31])[C@H:22]1[OH:32])=O.CC1CCCC(C)(C)C=1/C=C/C(/C)=C/C=C/C(/C)=C/C(F)=O>>[O:20]=[CH:21][C@@H:22]([C@H:23]([C@@H:24]([C@@H:25]([C:27]([OH:29])=[O:28])[OH:26])[OH:30])[OH:31])[OH:32]. Reported procedure: The first chemical synthesis of retinoyl β-glucuronide was reported by us (Barua & Olson, J. Lipid Res. 26: 1277-1282, 1985), and involves a two-step procedure. Retinoyl fluoride was allowed first to react with 6,3-glucuronolactone to produce the 6,3-lactone of retinoyl glucuronic acid, which was then hydrolysed with very dilute alkali to give retinoyl β-glucuronide. The present invention is an improvement over the two-step procedure. Reactants: ClC=1C=C(C=CC1Cl)C1C(=C(N(C=2N1N=CC2)C(=O)OC(C)(C)C)C)C(N(C)S(=O)(=O)C2=CC=C(C=C2)OC)=O (tert-butyl 7-(3,4-dichlorophenyl)-6-((4-methoxyphenylsulfonyl)(methyl)carbamoyl)-5-methylpyrazolo[1,5-a]pyrimidine-4(7H)-carboxylate), C(=O)(C(F)(F)F)O (TFA). The solvent is C(Cl)Cl (CH2Cl2). Reaction conditions: time 1.5 hour. Product: ClC=1C=C(C=CC1Cl)C1C(=C(NC=2N1N=CC2)C)C(=O)N(C)S(=O)(=O)C2=CC=C(C=C2)OC (7-(3,4-Dichlorophenyl)-N-(4-methoxyphenylsulfonyl)-N,5-dimethyl-4,7-dihydropyrazolo[1,5-a]pyrimidine-6-carboxamide). RXN SMILES: [Cl:1][C:2]1[CH:3]=[C:4]([CH:9]2[N:14]3[N:15]=[CH:16][CH:17]=[C:13]3[N:12](C(OC(C)(C)C)=O)[C:11]([CH3:25])=[C:10]2[C:26](=[O:40])[N:27]([S:29]([C:32]2[CH:37]=[CH:36][C:35]([O:38][CH3:39])=[CH:34][CH:33]=2)(=[O:31])=[O:30])[CH3:28])[CH:5]=[CH:6][C:7]=1[Cl:8].C(O)(C(F)(F)F)=O>C(Cl)Cl>[Cl:1][C:2]1[CH:3]=[C:4]([CH:9]2[N:14]3[N:15]=[CH:16][CH:17]=[C:13]3[NH:12][C:11]([CH3:25])=[C:10]2[C:26]([N:27]([S:29]([C:32]2[CH:33]=[CH:34][C:35]([O:38][CH3:39])=[CH:36][CH:37]=2)(=[O:31])=[O:30])[CH3:28])=[O:40])[CH:5]=[CH:6][C:7]=1[Cl:8]. Procedure details: To a mixture of the product obtained from Step C (60 mg, 0.1 mmol) in CH2Cl2 (5.0 mL) at room temperature under N2 was added TFA (5.0 mL). The mixture was stirred for 1.5 h. LC-MS indicated the completion of reaction. Solvent was evaporated, and the mixture was purified by reverse phase HPLC (acetonitrile/water). The desired product was obtained as white solid. LC-MS found: (M+1)+=507.2. Starting materials: C1CCOC1, Cc1c(CO)cc(-c2ccc(S(C)(=O)=O)cc2)n1-c1ccc(F)cc1, O, Oc1ccc(I)cc1, c1ccc(P(c2ccccc2)c2ccccc2)cc1. Product: Cc1c(COc2ccc(I)cc2)cc(-c2ccc(S(C)(=O)=O)cc2)n1-c1ccc(F)cc1. As a reaction SMILES: [CH2:54]1[O:55][CH2:56][CH2:57][CH2:58]1.[F:1][c:2]1[cH:3][cH:4][c:5](-[n:8]2[c:9]([CH3:25])[c:10]([CH2:23][OH:24])[cH:11][c:12]2-[c:13]2[cH:14][cH:15][c:16]([S:19](=[O:20])(=[O:21])[CH3:22])[cH:17][cH:18]2)[cH:6][cH:7]1.[OH2:53].[OH:45][c:46]1[cH:47][cH:48][c:49]([I:50])[cH:51][cH:52]1.[c:26]1([P:27]([c:28]2[cH:29][cH:30][cH:31][cH:32][cH:33]2)[c:34]2[cH:35][cH:36][cH:37][cH:38][cH:39]2)[cH:40][cH:41][cH:42][cH:43][cH:44]1>>[F:1][c:2]1[cH:3][cH:4][c:5](-[n:8]2[c:9]([CH3:25])[c:10]([CH2:23][O:24][c:46]3[cH:47][cH:48][c:49]([I:50])[cH:51][cH:52]3)[cH:11][c:12]2-[c:13]2[cH:14][cH:15][c:16]([S:19](=[O:20])(=[O:21])[CH3:22])[cH:17][cH:18]2)[cH:6][cH:7]1. Procedure details: Maleimide (4.82 g, 0.050 mol) was added to a solution of benzyl (2E)-3-(5-methoxy-1H-indol-2-yl)-2-propenoate, (12.71 g, 0.041 mol) prepared as in example 1 in THF (150 mL) in a 250 mL flat-bottomed flask and the mixture was stirred until homogeneous. The THF was removed in vacuo and the residue dried under high vacuum for 30 min. The flask was immersed in a 175° C. oil bath and the mixture was stirred at this temperature for 3 h. The solid melt was cooled to room temperature and ethyl acetate (... As a reaction SMILES: [C:1]1(=[O:7])[NH:5][C:4](=[O:6])[CH:3]=[CH:2]1.[CH3:8][O:9][C:10]1[CH:11]=[C:12]2[C:16](=[CH:17][CH:18]=1)[NH:15][C:14](/[CH:19]=[CH:20]/[C:21]([O:23][CH2:24][C:25]1[CH:30]=[CH:29][CH:28]=[CH:27][CH:26]=1)=[O:22])=[CH:13]2>C1COCC1>[CH3:8][O:9][C:10]1[CH:18]=[CH:17][C:16]2[NH:15][C:14]3[CH2:19][CH:20]([C:21]([O:23][CH2:24][C:25]4[CH:26]=[CH:27][CH:28]=[CH:29][CH:30]=4)=[O:22])[CH:2]4[C:1](=[O:7])[NH:5][C:4](=[O:6])[CH:3]4[C:13]=3[C:12]=2[CH:11]=1. The solvent is C1CCOC1 (THF). Yields the product COC1=CC=2C=3C4C(C(CC3NC2C=C1)C(=O)OCC1=CC=CC=C1)C(NC4=O)=O (benzyl 9-methoxy-1,3-dioxo-1,2,3,3a,4,5,6,10c-octahydropyrrolo[3,4-c]carbazole-4-carboxylate). The yield is 83.0%. Reactants: C1(C=CC(N1)=O)=O (Maleimide), COC=1C=C2C=C(NC2=CC1)/C=C/C(=O)OCC1=CC=CC=C1 (benzyl (2E)-3-(5-methoxy-1H-indol-2-yl)-2-propenoate). The reactants are [B-](F)(F)(F)F.[N+](=O)=O (nitronium tetrafluoroboron), N1=C(C=C(C=C1C)C)C (2,4,6-collidine), C[C@@H](CO)NC(=O)[C@H]1NC(SC1)=O ((4R)-N-[(1S)-1-methyl-2-hydroxyethyl]-2-oxothiazolidin-4-yl-carboxamide). Run in C(C)#N (acetonitrile). The product is C[C@@H](CO[N+](=O)[O-])NC(=O)[C@H]1NC(SC1)=O ((4R)-N-[(1S)-1-Methyl-2-nitroxyethyl]-2-oxothiazolidin-4-yl-carboxamide). Isolated yield 29.2%. RXN SMILES: [B-](F)(F)(F)F.[N+:6](=[O:8])=[O:7].N1C(C)=CC(C)=CC=1C.[CH3:18][C@H:19]([NH:22][C:23]([C@@H:25]1[CH2:29][S:28][C:27](=[O:30])[NH:26]1)=[O:24])[CH2:20][OH:21]>C(#N)C>[CH3:18][C@H:19]([NH:22][C:23]([C@@H:25]1[CH2:29][S:28][C:27](=[O:30])[NH:26]1)=[O:24])[CH2:20][O:21][N+:6]([O-:8])=[O:7] |f:0.1|. Procedure: In 10 ml of dry acetonitrile were dissolved 478 mg of nitronium tetrafluoroboron (85% content), 0.43 ml of 2,4,6-collidine was added thereto with stirring under ice-cooling, and the mixture was stirred under ice-cooling for 30 minutes. To the resulting mixture were added 500 mg of (4R)-N-[(1S)-1-methyl-2-hydroxyethyl]-2-oxothiazolidin-4-yl-carboxamide, and the mixture was stirred at room temperature for 1 hour and 45 minutes. Then, the solvent was distilled off under reduced pressure and the thu...